Dataset: the Open Reaction Database (ORD), a public repository of structured organic reaction records. Task: describe an organic reaction: reactants, conditions, products, and yield Reactants: C(C)(=O)O[BH-](OC(C)=O)OC(C)=O.[Na+] (sodium triacetoxyborohydride), CN1CCNCC1 (1-methylpiperazine), C(C)(=O)O (acetic acid), NC1=NC2=CC=C(C=C2C(=N1)C(=O)N1CC2=CC=CC=C2C1)C1=C(C=O)C=CC(=C1)F (2-[2-amino-4-(1,3-dihydroisoindole-2-carbonyl)quinazolin-6-yl]-4-fluorobenzaldehyde). Run in ClCCCl (1,2-dichloroethane), O (water), O1CCCC1 (tetrahydrofuran). Run at temperature 60 celsius, time 6 hour. The product is NC1=NC2=CC=C(C=C2C(=N1)C(=O)N1CC2=CC=CC=C2C1)C1=C(C=CC(=C1)F)CN1CCN(CC1)C ({2-Amino-6-[5-fluoro-2-(4-methylpiperazin-1-ylmethyl)phenyl]quinazolin-4-yl}-(1,3-dihydroisoindol-2-yl)methanone). RXN SMILES: [NH2:1][C:2]1[N:11]=[C:10]([C:12]([N:14]2[CH2:22][C:21]3[C:16](=[CH:17][CH:18]=[CH:19][CH:20]=3)[CH2:15]2)=[O:13])[C:9]2[C:4](=[CH:5][CH:6]=[C:7]([C:23]3[CH:30]=[C:29]([F:31])[CH:28]=[CH:27][C:24]=3[CH:25]=O)[CH:8]=2)[N:3]=1.[CH3:32][N:33]1[CH2:38][CH2:37][NH:36][CH2:35][CH2:34]1.C(O)(=O)C.C(O[BH-](OC(=O)C)OC(=O)C)(=O)C.[Na+]>ClCCCl.O1CCCC1.O>[NH2:1][C:2]1[N:11]=[C:10]([C:12]([N:14]2[CH2:22][C:21]3[C:16](=[CH:17][CH:18]=[CH:19][CH:20]=3)[CH2:15]2)=[O:13])[C:9]2[C:4](=[CH:5][CH:6]=[C:7]([C:23]3[CH:30]=[C:29]([F:31])[CH:28]=[CH:27][C:24]=3[CH2:25][N:36]3[CH2:37][CH2:38][N:33]([CH3:32])[CH2:34][CH2:35]3)[CH:8]=2)[N:3]=1 |f:3.4|. Procedure details: 114 mg of 2-[2-amino-4-(1,3-dihydroisoindole-2-carbonyl)quinazolin-6-yl]-4-fluorobenzaldehyde are dissolved in 2 ml of 1,2-dichloroethane and 2 ml of tetrahydrofuran. 97 μl of 1-methylpiperazine and 50 μl of glacial acetic acid are added, and the mixture is stirred at 60° C. for 6 h. After cooling to 25° C., 195 mg of sodium triacetoxyborohydride are added and stirred at 25° C. for a further 12 h. The mixture is poured into water, extracted three times with dichloromethane, and the combined orga... The reactants are CN(C(=O)C1CN(C(C1)=O)CC1=CC=CC=C1)C (N,N-dimethyl-5-oxo-1-(phenylmethyl)-3-pyrrolidinecarboxamide), [H-].[Al+3].[Li+].[H-].[H-].[H-] (lithium aluminum hydride), O (water), [OH-].[Na+] (sodium hydroxide), O (water). Solvent: O1CCCC1 (tetrahydrofuran), O1CCCC1 (tetrahydrofuran). Product: CN(CC1CN(CC1)CC1=CC=CC=C1)C (N,N-dimethyl-1-(phenylmethyl)-3-pyrrolidinemethanamine). Yield: 58.2%. Reaction SMILES: [CH3:1][N:2]([CH3:18])[C:3]([CH:5]1[CH2:9][C:8](=O)[N:7]([CH2:11][C:12]2[CH:17]=[CH:16][CH:15]=[CH:14][CH:13]=2)[CH2:6]1)=O.[H-].[Al+3].[Li+].[H-].[H-].[H-].O.[OH-].[Na+]>O1CCCC1>[CH3:1][N:2]([CH3:18])[CH2:3][CH:5]1[CH2:9][CH2:8][N:7]([CH2:11][C:12]2[CH:13]=[CH:14][CH:15]=[CH:16][CH:17]=2)[CH2:6]1 |f:1.2.3.4.5.6,8.9|. Reported procedure: A solution of 2.91 g (11.8 mmol) N,N-dimethyl-5-oxo-1-(phenylmethyl)-3-pyrrolidinecarboxamide and 15 mL anhydrous tetrahydrofuran was added dropwise into a suspension of 1.41 g (35 mmol) lithium aluminum hydride in 30 mL tetrahydrofuran. The reaction was refluxed overnight then cooled to room temperature. To the solution was added dropwise successively 1.5 mL water, 1.5 mL 15% sodium hydroxide and 4.5 mL of water. The resulting precipitate was filtered. The filtrate was concentrated under reduce... Starting materials: CN(C)CCCCl, Cc1ccccc1, [H-], O=C1CSc2ncccc2N1, [Na+]. The product is CN(C)CCCN1C(=O)CSc2ncccc21. RXN SMILES: [CH3:14][N:15]([CH2:16][CH2:17][CH2:18][Cl:19])[CH3:20].[CH3:21][c:22]1[cH:23][cH:24][cH:25][cH:26][cH:27]1.[H-:2].[NH:3]1[c:4]2[c:5]([n:10][cH:11][cH:12][cH:13]2)[S:6][CH2:7][C:8]1=[O:9].[Na+:1]>>[N:3]1([CH2:18][CH2:17][CH2:16][N:15]([CH3:14])[CH3:20])[c:4]2[c:5]([n:10][cH:11][cH:12][cH:13]2)[S:6][CH2:7][C:8]1=[O:9]. Starting materials: [N+](=O)([O-])C1=C(C(=O)O)C(=CC=C1)[N+](=O)[O-] (2,6-Dinitrobenzoic acid), N[C@@H](C)C(=O)O (L-alanine), C(=O)([O-])[O-].[Na+].[Na+] (Na2CO3). Solvent: [N+](=O)([O-])C1=C(C(=O)Cl)C=CC(=C1)[N+](=O)[O-] (2,4-dinitrobenzoyl chloride). The product is [N+](=O)([O-])C1=C(C(=O)N[C@H](C(=O)O)C)C=CC(=C1)[N+](=O)[O-] ((S)-2-(2,4-Dinitrobenzamido)propanoic acid), solid. The yield is 78.0%. As a reaction SMILES: [NH2:1][C@H:2]([C:4]([OH:6])=[O:5])[CH3:3].[C:7]([O-:10])([O-])=O.[Na+].[Na+].[N+:13]([C:16]1[CH:24]=[CH:23][CH:22]=[C:21]([N+:25]([O-:27])=[O:26])[C:17]=1C(O)=O)([O-:15])=[O:14]>[N+](C1C=C([N+]([O-])=O)C=CC=1C(Cl)=O)([O-])=O>[N+:13]([C:16]1[CH:17]=[C:21]([N+:25]([O-:27])=[O:26])[CH:22]=[CH:23][C:24]=1[C:7]([NH:1][C@@H:2]([CH3:3])[C:4]([OH:6])=[O:5])=[O:10])([O-:15])=[O:14] |f:1.2.3|. Reported procedure: The reaction of 2,4-dinitrobenzoyl chloride (prepared from 2,4-dinitrobenzoic acid, 2 g and SOCl2, 20 mL) with L-alanine (1.04 g, 11.79 mmol) in the presence of Na2CO3 (1.24 g, 11.79 mmol) as described in intermediate 2 gave the title compound as an off-white color solid (2.08 g, 78%), mp 194-196° C. 1H NMR (400 MHz, DMSO-d6): δ 12.77 (1H, s), 9.25 (1H, d, J=7.6 Hz), 8.77 (1H, d, J=2.0 Hz), 8.63 (1H, dd, J=8.4, 2.0 Hz), 7.87 (1H, d, J=8.4 Hz), 4.44 (1H, pentet, J=7.3 Hz), 1.38 (3H, d, J=7.2 Hz);... Reactants: CCC(=O)OCOC(=O)Cl, CN1CCOCC1, ClCCl, O=[N+]([O-])c1ccc(O)cc1. Yields the product CCC(=O)OCOC(=O)Oc1ccc([N+](=O)[O-])cc1. RXN SMILES: [C:18]([O:19][CH2:20][O:21][C:22]([CH2:23][CH3:24])=[O:25])(=[O:26])[Cl:27].[CH3:1][N:2]1[CH2:3][CH2:4][O:5][CH2:6][CH2:7]1.[Cl:28][CH2:29][Cl:30].[OH:8][c:9]1[cH:10][cH:11][c:12]([N+:15]([O-:16])=[O:17])[cH:13][cH:14]1>>[O:8]([c:9]1[cH:10][cH:11][c:12]([N+:15]([O-:16])=[O:17])[cH:13][cH:14]1)[C:18]([O:19][CH2:20][O:21][C:22]([CH2:23][CH3:24])=[O:25])=[O:26].